Dataset: the Open Reaction Database (ORD), a public repository of structured organic reaction records. Task: describe an organic reaction: reactants, conditions, products, and yield The reactants are COCC(C)Oc1cc(O[Si](C(C)C)(C(C)C)C(C)C)cc(-c2ccc(C3=NC(C)CO3)[nH]2)c1, CCCC[N+](CCCC)(CCCC)CCCC, [Cl-], [F-], [NH4+], C1CCOC1. The product is COCC(C)Oc1cc(O)cc(-c2ccc(C3=NC(C)CO3)[nH]2)c1. RXN SMILES: [CH3:1][O:2][CH2:3][CH:4]([CH3:5])[O:6][c:7]1[cH:8][c:9](-[c:24]2[cH:25][cH:26][c:27]([C:29]3=[N:33][CH:32]([CH3:34])[CH2:31][O:30]3)[nH:28]2)[cH:10][c:11]([O:13][Si:14]([CH:15]([CH3:16])[CH3:17])([CH:18]([CH3:19])[CH3:20])[CH:21]([CH3:22])[CH3:23])[cH:12]1.[CH3:36][CH2:37][CH2:38][CH2:39][N+:40]([CH2:41][CH2:42][CH2:43][CH3:44])([CH2:45][CH2:46][CH2:47][CH3:48])[CH2:49][CH2:50][CH2:51][CH3:52].[Cl-:53].[F-:35].[NH4+:54].[O:55]1[CH2:56][CH2:57][CH2:58][CH2:59]1>>[CH3:1][O:2][CH2:3][CH:4]([CH3:5])[O:6][c:7]1[cH:8][c:9](-[c:24]2[cH:25][cH:26][c:27]([C:29]3=[N:33][CH:32]([CH3:34])[CH2:31][O:30]3)[nH:28]2)[cH:10][c:11]([OH:13])[cH:12]1. Reactants: OC1=C(C(=CC(=C1CC=C(C)C)OCOC)OCOC)C(C)=O (2'-hydroxy-4',6'-bis(methoxymethoxy)-3'-(3-methyl-2-butenyl)acetophenone), [H][H] (hydrogen). The solvent is C(C)O (ethanol). The product is OC1=C(C(=CC(=C1CCC(C)C)OCOC)OCOC)C(C)=O (2'-hydroxy-3'-isopentyl-4',6'-bis(methoxymethoxy)acetophenone). The yield is 82.7%. Reaction SMILES: [OH:1][C:2]1[C:7]([CH2:8][CH:9]=[C:10]([CH3:12])[CH3:11])=[C:6]([O:13][CH2:14][O:15][CH3:16])[CH:5]=[C:4]([O:17][CH2:18][O:19][CH3:20])[C:3]=1[C:21](=[O:23])[CH3:22].[H][H]>C(O)C>[OH:1][C:2]1[C:7]([CH2:8][CH2:9][CH:10]([CH3:12])[CH3:11])=[C:6]([O:13][CH2:14][O:15][CH3:16])[CH:5]=[C:4]([O:17][CH2:18][O:19][CH3:20])[C:3]=1[C:21](=[O:23])[CH3:22]. Reported procedure: A solution of 2.08 g of the 2'-hydroxy-4',6'-bis(methoxymethoxy)-3'-(3-methyl-2-butenyl)acetophenone obtained in Production Example 13 in ethanol (20 ml) was added to a sufficiently hydrogen gas-absorbed suspension of 1.0 g of 5% palladium-carbon in 30 ml of ethanol, and the mixture was stirred at room temperature under atmospheric pressure in a hydrogen atmosphere. After the reaction, the reaction mixture was filtered, and the solvent was removed from the filtrate by distillation. The obtained ... Procedure: To a mixture of 2-(3,4-dimethoxy-phenyl)-5H-pyrrolo[2,3-b]pyrazine-7-carboxylic acid pyrrolidin-3-ylamide hydrochloride (12 mg, 0.03 mmol) in MeOH (0.5 mL) was added NaBH3CN (15 mg, 0.23 mmol). A solution of HOAc (1 drop) in MeOH (1 mL) was prepared and 2 drops of this solution was added to the reaction mixture so that the pH ˜4. Aqueous CH2O (37%, 25 μL, 0.34 mmol) was added to the reaction mixture which was then stirred at room temperature for 2 h, partitioned between saturated Na2CO3 and CH2C... Solvent: CO (MeOH), CO (MeOH). Product: CN1CC(CC1)NC(=O)C1=CNC2=NC=C(N=C21)C2=CC(=C(C=C2)OC)OC (2-(3,4-dimethoxy-phenyl)-5H-pyrrolo[2,3-b]pyrazine-7-carboxylic acid (1-methyl-pyrrolidin-3-yl)-amide). RXN SMILES: Cl.[NH:2]1[CH2:6][CH2:5][CH:4]([NH:7][C:8]([C:10]2[C:18]3[C:13](=[N:14][CH:15]=[C:16]([C:19]4[CH:24]=[CH:23][C:22]([O:25][CH3:26])=[C:21]([O:27][CH3:28])[CH:20]=4)[N:17]=3)[NH:12][CH:11]=2)=[O:9])[CH2:3]1.[BH3-][C:30]#N.[Na+].C=O>CO.CC(O)=O>[CH3:30][N:2]1[CH2:6][CH2:5][CH:4]([NH:7][C:8]([C:10]2[C:18]3[C:13](=[N:14][CH:15]=[C:16]([C:19]4[CH:24]=[CH:23][C:22]([O:25][CH3:26])=[C:21]([O:27][CH3:28])[CH:20]=4)[N:17]=3)[NH:12][CH:11]=2)=[O:9])[CH2:3]1 |f:0.1,2.3|. The reactants are [BH3-]C#N.[Na+] (NaBH3CN), Cl.N1CC(CC1)NC(=O)C1=CNC2=NC=C(N=C21)C2=CC(=C(C=C2)OC)OC (2-(3,4-dimethoxy-phenyl)-5H-pyrrolo[2,3-b]pyrazine-7-carboxylic acid pyrrolidin-3-ylamide hydrochloride), C=O (CH2O). Yield: 96.1%. Reagents/catalysts: CC(=O)O (HOAc), solution. Run at time 2 hour.